The task is: describe an organic reaction: reactants, conditions, products, and yield. This data is from the Open Reaction Database (ORD), a public repository of structured organic reaction records. Starting materials: BrCCOC1CCCCO1, O=C([O-])[O-], CC(C)n1ncnc1-c1nc2c(s1)CCOc1cc(C3CCNCC3)ccc1-2, ClCCl, [K+], [K+], CN(C)C=O. Yields the product CC(C)n1ncnc1-c1nc2c(s1)CCOc1cc(C3CCN(CCOC4CCCCO4)CC3)ccc1-2. RXN SMILES: [Br:29][CH2:30][CH2:31][O:32][CH:33]1[O:34][CH2:35][CH2:36][CH2:37][CH2:38]1.[C:39](=[O:40])([O-:41])[O-:42].[CH:1]([CH3:2])([CH3:3])[n:4]1[n:5][cH:6][n:7][c:8]1-[c:9]1[s:10][c:11]2[c:17]([n:18]1)-[c:16]1[c:15]([cH:22][c:21]([CH:23]3[CH2:24][CH2:25][NH:26][CH2:27][CH2:28]3)[cH:20][cH:19]1)[O:14][CH2:13][CH2:12]2.[Cl:50][CH2:51][Cl:52].[K+:43].[K+:44].[O:45]=[CH:46][N:47]([CH3:48])[CH3:49]>>[CH:1]([CH3:2])([CH3:3])[n:4]1[n:5][cH:6][n:7][c:8]1-[c:9]1[s:10][c:11]2[c:17]([n:18]1)-[c:16]1[c:15]([cH:22][c:21]([CH:23]3[CH2:24][CH2:25][N:26]([CH2:30][CH2:31][O:32][CH:33]4[O:34][CH2:35][CH2:36][CH2:37][CH2:38]4)[CH2:27][CH2:28]3)[cH:20][cH:19]1)[O:14][CH2:13][CH2:12]2. Reaction SMILES: [C:1](=[O:2])([O:3][CH3:4])[c:5]1[c:6]([OH:19])[c:7]2[c:8]([n:9][n:10]1)[c:11]1[c:12]([s:13]2)[n:14][c:15]([CH3:18])[cH:16][cH:17]1.[Na+:21].[OH-:20].[OH2:22]>>[C:1](=[O:2])([OH:3])[c:5]1[c:6]([OH:19])[c:7]2[c:8]([n:9][n:10]1)[c:11]1[c:12]([s:13]2)[n:14][c:15]([CH3:18])[cH:16][cH:17]1. The reactants are COC(=O)c1nnc2c(sc3nc(C)ccc32)c1O, [Na+], [OH-], O. The product is Cc1ccc2c(n1)sc1c(O)c(C(=O)O)nnc12. Starting materials: C[O-], CO, O=C(O)c1cnc(Cl)cn1, [Na+], [Na+], [OH-], O, O=S(=O)(O)O. RXN SMILES: [CH3:16][O-:17].[CH3:22][OH:23].[Cl:1][c:2]1[n:3][cH:4][c:5]([C:8](=[O:9])[OH:10])[n:6][cH:7]1.[Na+:18].[Na+:20].[OH-:19].[OH2:21].[S:11](=[O:12])(=[O:13])([OH:14])[OH:15]>>[c:2]1([O:17][CH3:16])[n:3][cH:4][c:5]([C:8](=[O:9])[OH:10])[n:6][cH:7]1. The product is COc1cnc(C(=O)O)cn1. The reactants are ClC1=NC=C(C(=N1)NCC)C#N (2-Chloro-5-cyano-4-ethylaminopyrimidine), S(=O)(C1=CC=C(C=C1)N)(=O)F (sulphanilyl fluoride). Run in CC(CC)O (2-butanol). Run at time 48 hour. The product is C(#N)C=1C(=NC(=NC1)NC1=CC=C(C=C1)S(=O)(=O)F)NCC (5-Cyano-4-ethylamino-2-[4-(fluorosulphonyl)anilino]pyrimidine). Isolated yield 93.3%. RXN SMILES: Cl[C:2]1[N:7]=[C:6]([NH:8][CH2:9][CH3:10])[C:5]([C:11]#[N:12])=[CH:4][N:3]=1.[S:13]([F:23])(=[O:22])([C:15]1[CH:20]=[CH:19][C:18]([NH2:21])=[CH:17][CH:16]=1)=[O:14]>CC(O)CC>[C:11]([C:5]1[C:6]([NH:8][CH2:9][CH3:10])=[N:7][C:2]([NH:21][C:18]2[CH:19]=[CH:20][C:15]([S:13]([F:23])(=[O:22])=[O:14])=[CH:16][CH:17]=2)=[N:3][CH:4]=1)#[N:12]. Procedure details: 2-Chloro-5-cyano-4-ethylaminopyrimidine (Method 56; 6.35 g, 34.88 mmol) and sulphanilyl fluoride (6.11 g, 34.88 mmol) in 2-butanol (120 ml) were heated at 95° C. for 4 hours and then stirred at ambient temperatures for 48 hours. The volatiles were evaporated and the residue triturated with ether to give the title compound (10.46 g, 93%). NMR: 1.20 (t, 3H), 3.45 (m, 2H), 8.00 (d, 2H), 8.13 (d, 2H), 8.41 (s, 1H), 10.52 (s, 1H); m/z: 321. Reactants: C(C)N1CC2=C(NC=3C=CC=CC23)CC1 (2-ethyl-2,3,4,5-tetrahydro-1H-pyrido[4,3-b]indole), C(=C)C1=NC=CC=C1 (2-vinylpyridine), [Na] (sodium), FC(C(=O)[O-])(F)F (trifluoroacetate). The reagents and catalysts are [O-]S(=O)(=O)[O-].[Cu+2] (CuSO4). The solvent is C(C)O (ethanol). The product is C(C)N1CC2=C(N(C=3C=CC=CC23)C2=NC=CC=C2)CC1 (2-ethyl-2,3,4,5-tetrahydro-5-(2-pyridyl)-1H-pyrido[4,3-b]indole). The yield is 2.9%. Reaction SMILES: [CH2:1]([N:3]1[CH2:15][CH2:14][C:6]2[NH:7][C:8]3[CH:9]=[CH:10][CH:11]=[CH:12][C:13]=3[C:5]=2[CH2:4]1)[CH3:2].C([C:18]1[CH:23]=[CH:22][CH:21]=[CH:20][N:19]=1)=C.[Na].FC(F)(F)C([O-])=O>C(O)C.[O-]S([O-])(=O)=O.[Cu+2]>[CH2:1]([N:3]1[CH2:15][CH2:14][C:6]2[N:7]([C:18]3[CH:23]=[CH:22][CH:21]=[CH:20][N:19]=3)[C:8]3[CH:9]=[CH:10][CH:11]=[CH:12][C:13]=3[C:5]=2[CH2:4]1)[CH3:2] |f:5.6,^1:23|. Procedure: The title compound was prepared according to General Method 3. 2-Ethyl-2,3,4,5-tetrahydro-5-(2-pyridyl)-1H-pyrido[4,3-b]indole was prepared from 2-ethyl-2,3,4,5-tetrahydro-1H-pyrido[4,3-b]indole (See Example 5) (200 mg, 1 mmol), 2-vinylpyridine (0.26 mg, 2.5 mmol), sodium (15 mg, 0.65 g atom) and CuSO4 (10 mg, catalytic) in ethanol (2 mL) at 150° C. for 16 h to obtain 8 mg of 2-ethyl-2,3,4,5-tetrahydro-5-(2-pyridyl)-1H-pyrido[4,3-b]indole as a trifluoroacetate salt after purification on reverse-... Starting materials: CC(Cl)OC(=O)OC1CCCCC1, C[Si](C)(C)CCOCn1ccnc1CN(Cc1ccc(CN2CCC3(CCN(C4CCCCC4)CC3)C2)cc1)Cc1nccn1CCC(=O)[O-], CCOC(=O)CCl, O=Cc1ncc[nH]1. The product is CC(OC(=O)CCn1ccnc1CN(Cc1ccc(CN2CCC3(CCN(C4CCCCC4)CC3)C2)cc1)Cc1nccn1COCC[Si](C)(C)C)OC(=O)OC1CCCCC1. RXN SMILES: [C:1]([O:2][CH:3]1[CH2:4][CH2:5][CH2:6][CH2:7][CH2:8]1)([O:9][CH:10]([CH3:11])[Cl:12])=[O:13].[CH:14]1([N:20]2[CH2:21][CH2:22][C:23]3([CH2:24][CH2:25][N:26]([CH2:28][c:29]4[cH:30][cH:31][c:32]([CH2:33][N:34]([CH2:35][c:36]5[n:37]([CH2:41][O:42][CH2:43][CH2:44][Si:45]([CH3:46])([CH3:47])[CH3:48])[cH:38][cH:39][n:40]5)[CH2:49][c:50]5[n:51]([CH2:55][CH2:56][C:57](=[O:58])[O-:59])[cH:52][cH:53][n:54]5)[cH:60][cH:61]4)[CH2:27]3)[CH2:62][CH2:63]2)[CH2:15][CH2:16][CH2:17][CH2:18][CH2:19]1.[Cl:64][CH2:65][C:66]([O:67][CH2:68][CH3:69])=[O:70].[nH:71]1[cH:72][cH:73][n:74][c:75]1[CH:76]=[O:77]>>[C:1]([O:2][CH:3]1[CH2:4][CH2:5][CH2:6][CH2:7][CH2:8]1)([O:9][CH:10]([CH3:11])[O:59][C:57]([CH2:56][CH2:55][n:51]1[c:50]([CH2:49][N:34]([CH2:33][c:32]2[cH:31][cH:30][c:29]([CH2:28][N:26]3[CH2:25][CH2:24][C:23]4([CH2:22][CH2:21][N:20]([CH:14]5[CH2:15][CH2:16][CH2:17][CH2:18][CH2:19]5)[CH2:63][CH2:62]4)[CH2:27]3)[cH:61][cH:60]2)[CH2:35][c:36]2[n:37]([CH2:41][O:42][CH2:43][CH2:44][Si:45]([CH3:46])([CH3:47])[CH3:48])[cH:38][cH:39][n:40]2)[n:54][cH:53][cH:52]1)=[O:58])=[O:13]. The reactants are COC(=O)C1=CC(=NO1)OCC=1C(=NOC1C)C1=NC=CC=C1 (3-(5-methyl-3-pyridin-2-yl-isoxazol-4-ylmethoxy)-isoxazole-5-carboxylic acid methyl ester), [OH-].[Na+] (sodium hydroxide), Cl (HCl). The solvent is O1CCOCC1 (dioxane). Yields the product CC1=C(C(=NO1)C1=NC=CC=C1)COC1=NOC(=C1)C(=O)O (3-(5-Methyl-3-pyridin-2-yl-isoxazol-4-ylmethoxy)-isoxazole-5-carboxylic acid). Yield: 92.9%. As a reaction SMILES: C[O:2][C:3]([C:5]1[O:9][N:8]=[C:7]([O:10][CH2:11][C:12]2[C:13]([C:18]3[CH:23]=[CH:22][CH:21]=[CH:20][N:19]=3)=[N:14][O:15][C:16]=2[CH3:17])[CH:6]=1)=[O:4].[OH-].[Na+].Cl>O1CCOCC1>[CH3:17][C:16]1[O:15][N:14]=[C:13]([C:18]2[CH:23]=[CH:22][CH:21]=[CH:20][N:19]=2)[C:12]=1[CH2:11][O:10][C:7]1[CH:6]=[C:5]([C:3]([OH:4])=[O:2])[O:9][N:8]=1 |f:1.2|. Reported procedure: To a solution of 3-(5-methyl-3-pyridin-2-yl-isoxazol-4-ylmethoxy)-isoxazole-5-carboxylic acid methyl ester (450 mg, 1.43 mmol) in dioxane (5 mL) was added aqueous sodium hydroxide (2 N, 3 mL). After heating at reflux for 1 h the mixture was cooled to room temperature and acidified with HCl (4 N, 2 mL). Purification by filtration and drying afforded the title compound (400 mg, 93%) which was obtained as a white solid. MS: m/e=300.1 [M−H]−.